This data is from the Open Reaction Database (ORD), a public repository of structured organic reaction records. The task is: describe an organic reaction: reactants, conditions, products, and yield Reactants: Cl (hydrochloric acid), C(=O)NC=1SC=C(N1)C(C(=O)NC1[C@@H]2N(C(=C(CS2)C)C(=S)OC(C2=CC=CC=C2)C2=CC=CC=C2)C1=O)=NOCC(=O)OC(C)(C)C (benzhydryl 7-[2-(2-formamidothiazol-4-yl)-2-tert-butoxycarbonylmethoxyiminoacetamido]-3-methylthio-3-cephem-4-carboxylate), C([O-])(O)=O.[Na+] (sodium bicarbonate). Run in CO (methanol). Product: NC=1SC=C(N1)C(C(=O)NC1[C@@H]2N(C(=C(CS2)C)C(=S)OC(C2=CC=CC=C2)C2=CC=CC=C2)C1=O)=NOCC(=O)OC(C)(C)C (benzhydryl 7-[2-(2-aminothiazol-4-yl)-2-tert-butoxycarbonylmethoxyiminoacetamido]-3-methylthio-3-cephem-4-carboxylate). The yield is 79.7%. RXN SMILES: C([NH:3][C:4]1[S:5][CH:6]=[C:7]([C:9](=[N:39][O:40][CH2:41][C:42]([O:44][C:45]([CH3:48])([CH3:47])[CH3:46])=[O:43])[C:10]([NH:12][CH:13]2[C:37](=[O:38])[N:15]3[C:16]([C:21]([O:23][CH:24]([C:31]4[CH:36]=[CH:35][CH:34]=[CH:33][CH:32]=4)[C:25]4[CH:30]=[CH:29][CH:28]=[CH:27][CH:26]=4)=[S:22])=[C:17]([CH3:20])[CH2:18][S:19][C@H:14]23)=[O:11])[N:8]=1)=O.Cl.C(=O)(O)[O-].[Na+]>CO>[NH2:3][C:4]1[S:5][CH:6]=[C:7]([C:9](=[N:39][O:40][CH2:41][C:42]([O:44][C:45]([CH3:48])([CH3:47])[CH3:46])=[O:43])[C:10]([NH:12][CH:13]2[C:37](=[O:38])[N:15]3[C:16]([C:21]([O:23][CH:24]([C:31]4[CH:32]=[CH:33][CH:34]=[CH:35][CH:36]=4)[C:25]4[CH:30]=[CH:29][CH:28]=[CH:27][CH:26]=4)=[S:22])=[C:17]([CH3:20])[CH2:18][S:19][C@H:14]23)=[O:11])[N:8]=1 |f:2.3|. Procedure: To a suspension of benzhydryl 7-[2-(2-formamidothiazol-4-yl)-2-tert-butoxycarbonylmethoxyiminoacetamido]-3-methylthio-3-cephem-4-carboxylate (syn isomer, 2.3 g) in methanol (69 ml) was added conc. hydrochloric acid (1.44 ml) at 35° C., and the suspension was stirred for an hour at the same temperature. The reaction mixture was adjusted to pH 7.0 with an aqueous saturated solution of sodium bicarbonate. Methanol as evaporated in vacuo, and the residue was dissolved in ethyl acetate. The ethyl ace... The reactants are amine, C(=O)([O-])[O-].[K+].[K+] (K2CO3), CNC1C2CN(CC1CC2)CCCNC2=CC=C(C#N)C=C2 (4-({3-[8-(methylamino)-3-azabicyclo[3.2.1]oct-3-yl]propyl}amino)benzonitrile), ClC(=O)OCC (ethyl chloroformate). Run in CN(C)C=O (DMF), C(Cl)(Cl)Cl (CHCl3). Run at time 24 hour. The product is C(#N)C1=CC=C(NCCCN2CC3CCC(C2)C3N(C(OCC)=O)C)C=C1 (Ethyl 3-[3-(4-Cyanoanilino)propyl]-3-azabicyclo[3.2.1]oct-8-yl(methyl)carbamate). Yield: 85.9%. Reaction SMILES: [CH3:1][NH:2][CH:3]1[CH:8]2[CH2:9][CH2:10][CH:4]1[CH2:5][N:6]([CH2:11][CH2:12][CH2:13][NH:14][C:15]1[CH:22]=[CH:21][C:18]([C:19]#[N:20])=[CH:17][CH:16]=1)[CH2:7]2.Cl[C:24]([O:26][CH2:27][CH3:28])=[O:25].C([O-])([O-])=O.[K+].[K+]>CN(C=O)C.C(Cl)(Cl)Cl>[C:19]([C:18]1[CH:17]=[CH:16][C:15]([NH:14][CH2:13][CH2:12][CH2:11][N:6]2[CH2:7][CH:8]3[CH:3]([N:2]([CH3:1])[C:24](=[O:25])[O:26][CH2:27][CH3:28])[CH:4]([CH2:10][CH2:9]3)[CH2:5]2)=[CH:22][CH:21]=1)#[N:20] |f:2.3.4|. Reported procedure: A mixture of 4-({3-[8-(methylamino)-3-azabicyclo[3.2.1]oct-3-yl]propyl}amino)benzonitrile (Preparation G; 74.6 mg, 0.25 mmol) and ethyl chloroformate (29.8 mg, 0.27 mmol) in DMF (2.5 mL) was stirred at rt for 24 h. Mass spectroscopic analysis showed that the amine starting material had not been totally consumed, and so additional ethyl chloroformate (50 μL) was added. The mixture was stirred overnight, after which time it was concentrated in vacuo. The resulting residue was dissolved in a mixtur... Reactants: CC=1C(=NC=CC1)SC=1C=C(C(=NC1)NC1=NC(=NS1)[C@@H]1OC2(OC1)CCCCC2)OC=2C(=NC=CC2)C ((S)-N-(5-(3-methylpyridin-2-ylthio)-3-(2-methylpyridin-3-yloxy)pyridin-2-yl)-3-(1,4-dioxaspiro[4.5]decane-2-yl)-1,2,4-thiadiazol-5-amine), Cl (HCl). Run in C(C)O (ethanol). Run at temperature 80 celsius, time 30 minute. Product: Cl.CC=1C(=NC=CC1)SC=1C=C(C(=NC1)NC1=NC(=NS1)[C@@H](CO)O)OC=1C(=NC=CC1)C ((S)-1-(5-(5-(3-methylpyridin-2-ylthio)-3-(2-methylpyridin-3-yloxy)pyridin-2-ylamino)-1,2,4-thiadiazol-3-yl)ethane-1,2-diol hydrochloride). Isolated yield 86.5%. As a reaction SMILES: [CH3:1][C:2]1[C:3]([S:8][C:9]2[CH:10]=[C:11]([O:31][C:32]3[C:33]([CH3:38])=[N:34][CH:35]=[CH:36][CH:37]=3)[C:12]([NH:15][C:16]3[S:20][N:19]=[C:18]([C@H:21]4[CH2:25][O:24]C5(CCCCC5)[O:22]4)[N:17]=3)=[N:13][CH:14]=2)=[N:4][CH:5]=[CH:6][CH:7]=1.[ClH:39]>C(O)C>[ClH:39].[CH3:1][C:2]1[C:3]([S:8][C:9]2[CH:10]=[C:11]([O:31][C:32]3[C:33]([CH3:38])=[N:34][CH:35]=[CH:36][CH:37]=3)[C:12]([NH:15][C:16]3[S:20][N:19]=[C:18]([C@H:21]([OH:22])[CH2:25][OH:24])[N:17]=3)=[N:13][CH:14]=2)=[N:4][CH:5]=[CH:6][CH:7]=1 |f:3.4|. Procedure details: To a solution of (S)-N-(5-(3-methylpyridin-2-ylthio)-3-(2-methylpyridin-3-yloxy)pyridin-2-yl)-3-(1,4-dioxaspiro[4.5]decane-2-yl)-1,2,4-thiadiazol-5-amine (0.565 g, 1.03 mmol) in ethanol (25 mL) was added an aqueous solution of 6N HCl (2 mL). The reaction was heated at 80° C. for 2 hours, cooled to ambient temperature, stirred for 30 minutes, then cooled at 0° C. for an hour. The reaction was filtered, washed with cold ethanol, hexanes, and dried to afford (S)-1-(5-(5-(3-methylpyridin-2-ylthio)-3... Starting materials: product 13, C(C)O[Si](OCC)(OCC)OCC (tetraethoxysilane), C(C)NCC (diethylamine), C(C)O[Si](OCC)(OCC)OCC (tetraethoxy silane), Grignard reagent, C(C)O[Si](OCC)(OCC)OCC (tetraethoxysilane). Run at time 8 hour. Yields the product C(C)N(CC)[Si](OCC)(OCC)OCC (Diethylaminotriethoxysilane). RXN SMILES: C(O[Si:4]([O:11][CH2:12][CH3:13])([O:8][CH2:9][CH3:10])[O:5][CH2:6][CH3:7])C.[CH2:14]([NH:16][CH2:17][CH3:18])[CH3:15]>>[CH2:14]([N:16]([Si:4]([O:5][CH2:6][CH3:7])([O:8][CH2:9][CH3:10])[O:11][CH2:12][CH3:13])[CH2:17][CH3:18])[CH3:15]. Procedure details: Comparative experiment 6 to The reacted product 13 was performed by direct amino group substitution of tetraethoxy silane not via Grignard reagent. Namely, a 200 mL-volume flask, equipped with an agitating blade and a soxhlet extractor loaded with a monocular shive 4A-stuffed cylindrical paper filter, was employed, of which inside was substituted for nitrogen using a vacuum pump. Then, 83.3 g (0.40 mol) of tetraethoxysilane and 73.1 g (1.0 mol) of diethylamine were fed into the flask, and heated... The reactants are C1(=CC=C(C=C1)S(=O)(=O)O)C (paratoluene sulfonic acid), [OH-].[Ca+2].[OH-] (calcium hydroxide). The product is C1(=CC=C(C=C1)S(=O)(=O)[O-])C.[Ca+2].C1(=CC=C(C=C1)S(=O)(=O)[O-])C (calcium paratoluenesulfonate). As a reaction SMILES: [C:1]1([CH3:11])[CH:6]=[CH:5][C:4]([S:7]([OH:10])(=[O:9])=[O:8])=[CH:3][CH:2]=1.[OH-].[Ca+2:13].[OH-]>>[C:1]1([CH3:11])[CH:2]=[CH:3][C:4]([S:7]([O-:10])(=[O:8])=[O:9])=[CH:5][CH:6]=1.[Ca+2:13].[C:1]1([CH3:11])[CH:2]=[CH:3][C:4]([S:7]([O-:10])(=[O:8])=[O:9])=[CH:5][CH:6]=1 |f:1.2.3,4.5.6|. Reported procedure: To 1000 g of 5% paratoluene sulfonic acid aqueous solution stirred at room temperature, 30 g of calcium hydroxide was added. The stirring was continued while measuring the pH value. At the time when the pH value reached 6, approximately, filtration was done by using a 0.4 μm glass filter to remove the insoluble components, so as to obtain a calcium paratoluenesulfonate aqueous solution.